From a dataset of the Open Reaction Database (ORD), a public repository of structured organic reaction records. describe an organic reaction: reactants, conditions, products, and yield The reactants are ClC1=NC=C(N=C1Cl)C(=O)O (2,3-dichloropyrazine-5-carboxylic acid), NCC#C (3-amino-1-propyne). Solvent: O1CCOCC1 (dioxane). Product: ClC=1C(=NC=C(N1)C(=O)O)NCC#C (3-chloro-2-(2-propyn-1-ylamino)pyrazine-5-carboxylic acid). RXN SMILES: Cl[C:2]1[C:7]([Cl:8])=[N:6][C:5]([C:9]([OH:11])=[O:10])=[CH:4][N:3]=1.[NH2:12][CH2:13][C:14]#[CH:15]>O1CCOCC1>[Cl:8][C:7]1[C:2]([NH:12][CH2:13][C:14]#[CH:15])=[N:3][CH:4]=[C:5]([C:9]([OH:11])=[O:10])[N:6]=1. Procedure details: A mixture of 2,3-dichloropyrazine-5-carboxylic acid (19.3 g, 0.100 mole) and 3-amino-1-propyne (1.10 g, 0.20 mole) in 100 ml dioxane is refluxed for 24 hours, cooled and concentrated under vacuum. The residue is partitioned between aqueous sodium bicarbonate and chloroform and the aqueous extract neutralized with acetic acid to give a precipitate of 3-chloro-2-(2-propyn-1-ylamino)pyrazine-5-carboxylic acid. Starting materials: C1CCOC1, Cc1cc(NC(=O)c2ccccc2SC(=O)c2ccccc2)n(C)n1, CO, [Na+], [Na+], O=C([O-])O, [OH-]. Product: Cc1cc(NC(=O)c2ccccc2S)n(C)n1. Reaction SMILES: [CH2:33]1[O:34][CH2:35][CH2:36][CH2:37]1.[CH3:1][n:2]1[n:3][c:4]([CH3:25])[cH:5][c:6]1[NH:7][C:8](=[O:9])[c:10]1[c:11]([S:16][C:17](=[O:18])[c:19]2[cH:20][cH:21][cH:22][cH:23][cH:24]2)[cH:12][cH:13][cH:14][cH:15]1.[CH3:38][OH:39].[Na+:27].[Na+:32].[O-:28][C:29]([OH:30])=[O:31].[OH-:26]>>[CH3:1][n:2]1[n:3][c:4]([CH3:25])[cH:5][c:6]1[NH:7][C:8](=[O:9])[c:10]1[c:11]([SH:16])[cH:12][cH:13][cH:14][cH:15]1. Starting materials: Cn1c(Cl)ncc(Br)c1=O, CCCCO, CCOC(C)=O, Nc1ccccc1, [Na+], O=C([O-])O. The product is Cn1c(Nc2ccccc2)ncc(Br)c1=O. RXN SMILES: [Br:1][c:2]1[c:3](=[O:10])[n:4]([CH3:9])[c:5]([Cl:8])[n:6][cH:7]1.[CH2:23]([OH:24])[CH2:25][CH2:26][CH3:27].[CH3:28][CH2:29][O:30][C:31]([CH3:32])=[O:33].[NH2:11][c:12]1[cH:13][cH:14][cH:15][cH:16][cH:17]1.[Na+:22].[O-:18][C:19]([OH:20])=[O:21]>>[Br:1][c:2]1[c:3](=[O:10])[n:4]([CH3:9])[c:5]([NH:11][c:12]2[cH:13][cH:14][cH:15][cH:16][cH:17]2)[n:6][cH:7]1. Yields the product FC(C(=O)NCCCC1=CC(=CC=C1)C#CC(CC(C)C)(C)O)(F)F (2,2,2-trifluoro-N-(3-(3-(3-hydroxy-3,5-dimethylhex-1-ynyl)phenyl)propyl)acetamide). RXN SMILES: [CH3:1][C:2]([OH:9])([CH2:5][CH:6]([CH3:8])[CH3:7])[C:3]#[CH:4].Br[C:11]1[CH:12]=[C:13]([CH2:17][CH2:18][CH2:19][NH:20][C:21](=[O:26])[C:22]([F:25])([F:24])[F:23])[CH:14]=[CH:15][CH:16]=1>>[F:23][C:22]([F:24])([F:25])[C:21]([NH:20][CH2:19][CH2:18][CH2:17][C:13]1[CH:14]=[CH:15][CH:16]=[C:11]([C:4]#[C:3][C:2]([OH:9])([CH3:1])[CH2:5][CH:6]([CH3:8])[CH3:7])[CH:12]=1)=[O:26]. The reactants are CC(C#C)(CC(C)C)O (3,5-dimethylhex-1-yn-3-ol), BrC=1C=C(C=CC1)CCCNC(C(F)(F)F)=O (N-(3-(3-bromophenyl)propyl)-2,2,2-trifluoroacetamide), alkynol. Procedure details: Coupling of 3,5-dimethylhex-1-yn-3-ol with bromide 3 following the method described in Example 2 (except that the alkynol was added after degassing) gave 2,2,2-trifluoro-N-(3-(3-(3-hydroxy-3,5-dimethylhex-1-ynyl)phenyl)propyl)acetamide as a brown oil. Yield (0.287 g, 40%): 1H NMR (400 MHz, DMSO-d6) δ 9.41 (br s, 1H), 7.26 (t, J=7.6 Hz, 1H), 7.16-7.20 (m, 3H), 5.25 (s, 1H), 3.16 (q, J=6.8 Hz, 2H), 2.56 (t, J=7.2 Hz, 2H), 1.90-1.96 (m, 1H), 1.76 (quint, J=7.6 Hz, 2H), 1.53 (m, 2H), 1.42 (s, 3H), 0... The reactants are NC1=C2C(=NC=N1)N(N=C2C2=CC(=C(C=C2)NC(=O)C=2N(C1=CC=CC=C1C2)C)OC)C2CCN(CC2)CC=2N=C(NC2)C (N2-[4-(4-amino-1-{1-[(2-methyl-1H-4-imidazolyl)methyl]-4-piperidyl}-1H-pyrazolo[3,4-d]pyrimidin-3-yl)-2-methoxyphenyl]-1-methyl-1H-2-indolecarboxamide), C(\C=C/C(=O)O)(=O)O (Maleic acid). The reagents and catalysts are C(C)O (ethanol). Run in C(C)(=O)OCC (ethyl acetate), C(C)(=O)OCC (ethyl acetate). Conditions: time 3 hour. Product: C(\C=C/C(=O)O)(=O)O.C(\C=C/C(=O)O)(=O)O.NC1=C2C(=NC=N1)N(N=C2C2=CC(=C(C=C2)NC(=O)C=2N(C1=CC=CC=C1C2)C)OC)C2CCN(CC2)CC=2N=C(NC2)C (N2-[4-(4-amino-1-{1-[(2-methyl-1H-4-imidazolyl)methyl]-4-piperidyl}-1H-pyrazolo[3,4-d]pyrimidin-3-yl)-2-methoxyphenyl]-1-methyl-1H-2-indolecarboxamide, dimaleate salt). Yield: 87.3%. As a reaction SMILES: [NH2:1][C:2]1[N:7]=[CH:6][N:5]=[C:4]2[N:8]([CH:32]3[CH2:37][CH2:36][N:35]([CH2:38][C:39]4[N:40]=[C:41]([CH3:44])[NH:42][CH:43]=4)[CH2:34][CH2:33]3)[N:9]=[C:10]([C:11]3[CH:16]=[CH:15][C:14]([NH:17][C:18]([C:20]4[N:21]([CH3:29])[C:22]5[C:27]([CH:28]=4)=[CH:26][CH:25]=[CH:24][CH:23]=5)=[O:19])=[C:13]([O:30][CH3:31])[CH:12]=3)[C:3]=12.[C:45]([OH:52])(=[O:51])/[CH:46]=[CH:47]\[C:48]([OH:50])=[O:49]>C(OCC)(=O)C.C(O)C>[C:45]([OH:52])(=[O:51])/[CH:46]=[CH:47]\[C:48]([OH:50])=[O:49].[C:45]([OH:52])(=[O:51])/[CH:46]=[CH:47]\[C:48]([OH:50])=[O:49].[NH2:1][C:2]1[N:7]=[CH:6][N:5]=[C:4]2[N:8]([CH:32]3[CH2:37][CH2:36][N:35]([CH2:38][C:39]4[N:40]=[C:41]([CH3:44])[NH:42][CH:43]=4)[CH2:34][CH2:33]3)[N:9]=[C:10]([C:11]3[CH:16]=[CH:15][C:14]([NH:17][C:18]([C:20]4[N:21]([CH3:29])[C:22]5[C:27]([CH:28]=4)=[CH:26][CH:25]=[CH:24][CH:23]=5)=[O:19])=[C:13]([O:30][CH3:31])[CH:12]=3)[C:3]=12 |f:4.5.6|. Reported procedure: N2-[4-(4-amino-1-{1-[(2-methyl-1H-4-imidazolyl)methyl]-4-piperidyl}-1H-pyrazolo[3,4-d]pyrimidin-3-yl)-2-methoxyphenyl]-1-methyl-1H-2-indolecarboxamide (210 mg, 0.355 mmol) was dissolved in hot ethyl acetate (25 mL) and a few drops of ethanol. Maleic acid (83 mg, 0.711 mmol) in hot ethyl acetate (3 mL) was added. The reaction mixture was stirred at room temperature for 3 hours. The solid was collected by filtration to give N2-[4-(4-amino-1-{1-[(2-methyl-1H-4-imidazolyl)methyl]-4-piperidyl}-1H-pyr...